Task: describe an organic reaction: reactants, conditions, products, and yield. Dataset: the Open Reaction Database (ORD), a public repository of structured organic reaction records As a reaction SMILES: Cl[C:2]1[CH:7]=[CH:6][N:5]=[C:4]([N:8]2[CH2:13][CH2:12][O:11][CH2:10][CH2:9]2)[N:3]=1.[CH:14]1([NH:17][C:18](=[O:35])[NH:19][C:20]2[CH:25]=[CH:24][C:23](B3OC(C)(C)C(C)(C)O3)=[CH:22][CH:21]=2)[CH2:16][CH2:15]1.C([O-])([O-])=O.[Cs+].[Cs+]>O1CCOCC1.Cl[Pd](Cl)([P](C1C=CC=CC=1)(C1C=CC=CC=1)C1C=CC=CC=1)[P](C1C=CC=CC=1)(C1C=CC=CC=1)C1C=CC=CC=1>[CH:14]1([NH:17][C:18]([NH:19][C:20]2[CH:25]=[CH:24][C:23]([C:2]3[CH:7]=[CH:6][N:5]=[C:4]([N:8]4[CH2:13][CH2:12][O:11][CH2:10][CH2:9]4)[N:3]=3)=[CH:22][CH:21]=2)=[O:35])[CH2:16][CH2:15]1 |f:2.3.4,^1:50,69|. Reactants: ClC1=NC(=NC=C1)N1CCOCC1 (4-(4-chloropyrimidin-2-yl)morpholine), C1(CC1)NC(NC1=CC=C(C=C1)B1OC(C)(C)C(C)(C)O1)=O ((4-(3-cyclopropylureido)phenyl)boronic acid pinacol ester), C(=O)([O-])[O-].[Cs+].[Cs+] (Cs2CO3). Solvent: O1CCOCC1 (dioxane). Yields the product C1(CC1)NC(=O)NC1=CC=C(C=C1)C1=NC(=NC=C1)N1CCOCC1 (1-cyclopropyl-3-(4-(2-morpholinopyrimidin-4-yl)phenyl)urea). Yield: 5.7%. Procedure: To a solution of 4-(4-chloropyrimidin-2-yl)morpholine (80 mg, 0.40 mmol) and (4-(3-cyclopropylureido)phenyl)boronic acid pinacol ester (145 mg, 0.48 mmol) in dioxane (2 mL) was added Pd(PPh3)2Cl2 (14 mg, 0.02 mmol) and Cs2CO3 (2M aq solution, 0.3 mL). The reaction mixture was then heated to reflux for 16 h. The crude reaction mixture was then partitioned between water and EtOAc, the phases separated and the organic layer washed with aqueous NaHCO3 and brine, dried over magnesium sulfate, filtere... Reagents/catalysts: Cl[Pd]([P](C1=CC=CC=C1)(C2=CC=CC=C2)C3=CC=CC=C3)([P](C4=CC=CC=C4)(C5=CC=CC=C5)C6=CC=CC=C6)Cl (Pd(PPh3)2Cl2). Reported procedure: N-Hydroxy-benzamidine (0.3 g; 2.1 mmol) was dissolved in 10 ml of dry pyridine and added 0.5 g of 5-nitro-furan-2-carbonyl chloride (2.8 mmol). The reaction mixture was heated at reflux for 3 hours, cooled to room temperature and poured into 50 ml of ice/water, the product precipitated out of solution and was isolated by filtration. Yield 0.3 g (41%) of yellow solid. Mp. 164-166° C. The product is [N+](=O)([O-])C1=CC=C(O1)C1=NC(=NO1)C1=CC=CC=C1 (5-(5-Nitro-furan-2-yl)-3-phenyl-[1,2,4]oxadiazole). The reactants are yellow solid, ONC(C1=CC=CC=C1)=N (N-Hydroxy-benzamidine), ice water, [N+](=O)([O-])C1=CC=C(O1)C(=O)Cl (5-nitro-furan-2-carbonyl chloride). RXN SMILES: [OH:1][NH:2][C:3](=[NH:10])[C:4]1[CH:9]=[CH:8][CH:7]=[CH:6][CH:5]=1.[N+:11]([C:14]1[O:18][C:17]([C:19](Cl)=O)=[CH:16][CH:15]=1)([O-:13])=[O:12]>N1C=CC=CC=1>[N+:11]([C:14]1[O:18][C:17]([C:19]2[O:1][N:2]=[C:3]([C:4]3[CH:9]=[CH:8][CH:7]=[CH:6][CH:5]=3)[N:10]=2)=[CH:16][CH:15]=1)([O-:13])=[O:12]. The solvent is N1=CC=CC=C1 (pyridine). Reactants: C1(CCCCC1)COCCCCCCCC1=CC=C(N)C=C1 (4-(7-(cyclohexylmethoxy)heptyl)aniline), C(#N)C1(CC1)C(=O)O (1-cyanocyclopropanecarboxylic acid). Product: C(#N)C1(CC1)C(=O)NC1=CC=C(C=C1)CCCCCCCOCC1CCCCC1 (1-cyano-N-(4-(7-(cyclohexylmethoxy)heptyl)phenyl)cyclopropanecarboxamide). The yield is 95.8%. Reaction SMILES: [CH:1]1([CH2:7][O:8][CH2:9][CH2:10][CH2:11][CH2:12][CH2:13][CH2:14][CH2:15][C:16]2[CH:22]=[CH:21][C:19]([NH2:20])=[CH:18][CH:17]=2)[CH2:6][CH2:5][CH2:4][CH2:3][CH2:2]1.[C:23]([C:25]1([C:28](O)=[O:29])[CH2:27][CH2:26]1)#[N:24]>>[C:23]([C:25]1([C:28]([NH:20][C:19]2[CH:21]=[CH:22][C:16]([CH2:15][CH2:14][CH2:13][CH2:12][CH2:11][CH2:10][CH2:9][O:8][CH2:7][CH:1]3[CH2:6][CH2:5][CH2:4][CH2:3][CH2:2]3)=[CH:17][CH:18]=2)=[O:29])[CH2:27][CH2:26]1)#[N:24]. Procedure details: General procedure E was used to convert 0.616 mmol of 13 and 0.924 mmol of 1-cyanocyclopropanecarboxylic acid to 0.590 mmol (96%) of the title compound. Starting materials: N1=CC=C(C=C1)CCO (2-(4-pyridyl)ethanol), [H][H] (hydrogen), Cl (HCl). Reagents/catalysts: [Pt]=O (platinum oxide). Run in O (water). Product: Cl.OCCC1CCNCC1 (4-(2-hydroxyethyl)piperidine hydrochloride). RXN SMILES: [N:1]1[CH:6]=[CH:5][C:4]([CH2:7][CH2:8][OH:9])=[CH:3][CH:2]=1.[H][H].[ClH:12]>O.[Pt]=O>[ClH:12].[OH:9][CH2:8][CH2:7][CH:4]1[CH2:5][CH2:6][NH:1][CH2:2][CH2:3]1 |f:5.6|. Procedure: 2-(4-pyridyl)ethanol (70. g, 0.57M) and platinum oxide (2 g) in water (600 ml) and concentrated aqueous HCl (81 ml) was hydrogenated at the pressure of 1000 psig hydrogen to give 4-(2-hydroxyethyl)piperidine hydrochloride in quantitative yield. Treatment of 4-(2-hydroxyethyl)piperidine hydrochloride (20 g 0.12M) with phosphorus tribromide (7 ml) at 100° C. for 11/2 hr. followed by trituration with diethyl ether (2×50 ml) and filtration gave 4(2-bromoethyl)piperidine hydrogen bromide (20.76 g, 77... The reactants are CC1=C(C(=NO1)C1=CC=CC=C1)C(=O)NN (5-methyl-3-phenyl-isoxazole-4-carboxylic acid hydrazide), COC=1C=C(C(=O)O)C=CC1 (3-methoxybenzoic acid). The product is COC=1C=C(C=CC1)C=1OC(=NN1)C=1C(=NOC1C)C1=CC=CC=C1 (2-(3-Methoxy-phenyl)-5-(5-methyl-3-phenyl-isoxazol-4-yl)-[1,3,4]oxadiazole). The yield is 67.0%. RXN SMILES: [CH3:1][C:2]1[O:6][N:5]=[C:4]([C:7]2[CH:12]=[CH:11][CH:10]=[CH:9][CH:8]=2)[C:3]=1[C:13]([NH:15][NH2:16])=[O:14].[CH3:17][O:18][C:19]1[CH:20]=[C:21]([CH:25]=[CH:26][CH:27]=1)[C:22](O)=O>>[CH3:17][O:18][C:19]1[CH:20]=[C:21]([C:22]2[O:14][C:13]([C:3]3[C:4]([C:7]4[CH:12]=[CH:11][CH:10]=[CH:9][CH:8]=4)=[N:5][O:6][C:2]=3[CH3:1])=[N:15][N:16]=2)[CH:25]=[CH:26][CH:27]=1. Procedure: As described for example 2, 5-methyl-3-phenyl-isoxazole-4-carboxylic acid hydrazide (200 mg, 0.92 mmol) was converted using 3-methoxybenzoic acid instead of o-toluic acid to the title compound (SiO2, heptane:ethyl acetate=80:20 to 20:80, 205 mg, 67%) which was obtained as a white solid. MS: m/e=334.1 [M+H]+. Reactants: COC(=O)CC(C)=O, [Li]CCCC, CCCC[Sn](C=CC=O)(CCCC)CCCC, CCCCCC, [H-], [Na+], C1CCOC1. Product: CCCC[Sn](C=CC(O)CC(=O)CC(=O)OC)(CCCC)CCCC. As a reaction SMILES: [C:3]([CH2:4][C:5](=[O:6])[CH3:7])(=[O:8])[O:9][CH3:10].[CH2:11]([Li:12])[CH2:13][CH2:14][CH3:15].[CH2:16]([CH2:17][CH2:18][CH3:19])[Sn:20]([CH:21]=[CH:22][CH:23]=[O:24])([CH2:25][CH2:26][CH2:27][CH3:28])[CH2:29][CH2:30][CH2:31][CH3:32].[CH3:38][CH2:39][CH2:40][CH2:41][CH2:42][CH3:43].[H-:1].[Na+:2].[O:33]1[CH2:34][CH2:35][CH2:36][CH2:37]1>>[C:3]([CH2:4][C:5](=[O:6])[CH2:7][CH:23]([CH:22]=[CH:21][Sn:20]([CH2:16][CH2:17][CH2:18][CH3:19])([CH2:25][CH2:26][CH2:27][CH3:28])[CH2:29][CH2:30][CH2:31][CH3:32])[OH:24])(=[O:8])[O:9][CH3:10]. Starting materials: C(C)OC(C1=CC(=C(C=C1)C)NC1=NC=CC(=N1)NC=1SC=CN1)=O (4-methyl-3-[4-(thiazol-2-ylamino)-pyrimidin-2-ylamino]-benzoic acid ethyl ester), C(C)OC(C1=CC=C(C=C1)NC1=NC=CC(=N1)C=1C=NC=CC1)=O (4-(4-pyridin-3-yl-pyrimidin-2-ylamino)-benzoic acid ethyl ester). Yields the product CC1=C(C=C(C(=O)O)C=C1)NC1=NC=CC(=N1)NC=1SC=CN1 (4-methyl-3-[4-(thiazol-2-ylamino)-pyrimidin-2-ylamino]-benzoic acid). As a reaction SMILES: C([O:3][C:4](=[O:25])[C:5]1[CH:10]=[CH:9][C:8]([CH3:11])=[C:7]([NH:12][C:13]2[N:18]=[C:17]([NH:19][C:20]3[S:21][CH:22]=[CH:23][N:24]=3)[CH:16]=[CH:15][N:14]=2)[CH:6]=1)C.C(OC(=O)C1C=CC(NC2N=C(C3C=NC=CC=3)C=CN=2)=CC=1)C>>[CH3:11][C:8]1[CH:9]=[CH:10][C:5]([C:4]([OH:25])=[O:3])=[CH:6][C:7]=1[NH:12][C:13]1[N:18]=[C:17]([NH:19][C:20]2[S:21][CH:22]=[CH:23][N:24]=2)[CH:16]=[CH:15][N:14]=1. Procedure details: 4-methyl-3-[4-(thiazol-2-ylamino)-pyrimidin-2-ylamino]-benzoic acid ethyl ester prepared in Preparation 15 was used instead of 4-(4-pyridin-3-yl-pyrimidin-2-ylamino)-benzoic acid ethyl ester according to the similar procedure to Preparation 19 to give the titled compound as yellow solid. The reactants are COC=1C=C2C(=C(N(C(C2=CC1)=O)C)C1CNCCC1)C1=CC=CC=C1 ((±)-6-methoxy-2-methyl-4-phenyl-3-piperidin-3-ylisoquinolin-1(2H)-one), C(C)(C)N(C(C)C)CC (N,N-diisopropylethylamine), C(C1=CC=CC=C1)(=O)Cl (benzoyl chloride), C([O-])(O)=O.[Na+] (sodium bicarbonate). The solvent is ClCCl (dichloromethane), ClCCl (dichloromethane). The product is C(C1=CC=CC=C1)(=O)N1CC(CCC1)C=1N(C(C2=CC=C(C=C2C1C1=CC=CC=C1)OC)=O)C ((±)-3-(1-Benzoylpiperidin-3-yl)-6-methoxy-2-methyl-4-phenylisoquinolin-1(2H)-one). RXN SMILES: [CH3:1][O:2][C:3]1[CH:4]=[C:5]2[C:10](=[CH:11][CH:12]=1)[C:9](=[O:13])[N:8]([CH3:14])[C:7]([CH:15]1[CH2:20][CH2:19][CH2:18][NH:17][CH2:16]1)=[C:6]2[C:21]1[CH:26]=[CH:25][CH:24]=[CH:23][CH:22]=1.C(N(CC)C(C)C)(C)C.[C:36](Cl)(=[O:43])[C:37]1[CH:42]=[CH:41][CH:40]=[CH:39][CH:38]=1.C(=O)(O)[O-].[Na+]>ClCCl>[C:36]([N:17]1[CH2:18][CH2:19][CH2:20][CH:15]([C:7]2[N:8]([CH3:14])[C:9](=[O:13])[C:10]3[C:5]([C:6]=2[C:21]2[CH:22]=[CH:23][CH:24]=[CH:25][CH:26]=2)=[CH:4][C:3]([O:2][CH3:1])=[CH:12][CH:11]=3)[CH2:16]1)(=[O:43])[C:37]1[CH:42]=[CH:41][CH:40]=[CH:39][CH:38]=1 |f:3.4|. Reported procedure: To a dichloromethane (0.100 mL) solution of (±)-6-methoxy-2-methyl-4-phenyl-3-piperidin-3-ylisoquinolin-1(2H)-one (30 mg, 0.086 mmol) and N,N-diisopropylethylamine (0.017 mL, 0.095 mmol) was added benzoyl chloride (0.011 mL, 0.095 mmol). After 24 hours saturated sodium bicarbonate and additional dichloromethane were added. The layers were separated and the organic phase dried with anhydrous magnesium sulfate. Evaporation of the solvent in vacuo followed by trituration with ether-EtOAc gave a whi... Reactants: BrC1=C(C=CC=C1)CC(=O)O (2-bromophenylacetic acid), C(CCCC)C1=CC=C(N)C=C1 (4-pentylaniline). Product: C(CCCC)C1=CC=C(C=C1)NC1=C(C=CC=C1)CC(=O)O (2-[(4-pentylphenyl)amino]phenylacetic acid). Reaction SMILES: Br[C:2]1[CH:7]=[CH:6][CH:5]=[CH:4][C:3]=1[CH2:8][C:9]([OH:11])=[O:10].[CH2:12]([C:17]1[CH:23]=[CH:22][C:20]([NH2:21])=[CH:19][CH:18]=1)[CH2:13][CH2:14][CH2:15][CH3:16]>>[CH2:12]([C:17]1[CH:18]=[CH:19][C:20]([NH:21][C:2]2[CH:7]=[CH:6][CH:5]=[CH:4][C:3]=2[CH2:8][C:9]([OH:11])=[O:10])=[CH:22][CH:23]=1)[CH2:13][CH2:14][CH2:15][CH3:16]. Procedure: In the manner described in example 3, 2-bromophenylacetic acid is condensed with 4-pentylaniline to yield 2-[(4-pentylphenyl)amino]phenylacetic acid.